This data is from the Open Reaction Database (ORD), a public repository of structured organic reaction records. The task is: describe an organic reaction: reactants, conditions, products, and yield Reactants: NOS(=O)(=O)O (Hydroxylamine O-sulphonic acid), NC=1NC2=C(N1)C=CC=C2 (2-aminobenzimidazole), [OH-].[K+] (potassium hydroxide). Run in O (water). Conditions: time 30 minute. The product is NN1C(=NC2=C1C=CC=C2)N (1,2-Diaminobenzimidazole). RXN SMILES: [NH2:1]OS(O)(=O)=O.[NH2:7][C:8]1[NH:9][C:10]2[CH:16]=[CH:15][CH:14]=[CH:13][C:11]=2[N:12]=1.[OH-].[K+]>O>[NH2:1][N:9]1[C:10]2[CH:16]=[CH:15][CH:14]=[CH:13][C:11]=2[N:12]=[C:8]1[NH2:7] |f:2.3|. Procedure details: Hydroxylamine O-sulphonic acid (tech. 23.25 g, 205 mmol) was added to a stirred solution of 2-aminobenzimidazole (25 g, 187.5 mmol) dissolved in water (600 ml) containing potassium hydroxide (24.6 g, 438 mmol) at 23° C. After a few moments a white solid began to precipitate. The mixture was stirred for 30 mins and the product collected by filtration, washed with water and dried in air at ambient temperature, 10.75 g. On standing overnight a second crop, 5.8 g was obtained. The total yield of pro... Starting materials: BrCCC#C[Si](C)(C)C ((4-Bromo-but-1-ynyl)-trimethyl-silane), FC1=CC2=C(NN=N2)C=C1 (5-fluoro-1H-benzo[d][1,2,3]triazole), [OH-].[Na+] (NaOH). Reaction conditions: temperature 100 celsius. Yields the product FC1=CC=2C(=NN(N2)CCC#C[Si](C)(C)C)C=C1 (5-fluoro-2-(4-trimethylsilanyl-but-3-ynyl)-2H-benzo[d][1,2,3]triazole). Yield: 100.0%. As a reaction SMILES: Br[CH2:2][CH2:3][C:4]#[C:5][Si:6]([CH3:9])([CH3:8])[CH3:7].[F:10][C:11]1[CH:19]=[CH:18][C:14]2[NH:15][N:16]=[N:17][C:13]=2[CH:12]=1.[OH-].[Na+]>>[F:10][C:11]1[CH:19]=[CH:18][C:14]2=[N:15][N:16]([CH2:2][CH2:3][C:4]#[C:5][Si:6]([CH3:9])([CH3:8])[CH3:7])[N:17]=[C:13]2[CH:12]=1 |f:2.3|. Procedure: (4-Bromo-but-1-ynyl)-trimethyl-silane (294 mg, 1.43 mmol) was added to a solution of 5-fluoro-1H-benzo[d][1,2,3]triazole (187 mg, 1.36 mmol) in a solution of NaOH (2N, 955 μL). The reaction mixture was heated at 100° C. for 14 hours, then it was cooled down and was extracted with DCM. The organic phase was washed with water, brine, dried over MgSO4, filtered and evaporated to yield 355 mg (1.36 mmol) 5-fluoro-2-(4-trimethylsilanyl-but-3-ynyl)-2H-benzo[d][1,2,3]triazole including the two others i...